From a dataset of the Open Reaction Database (ORD), a public repository of structured organic reaction records. describe an organic reaction: reactants, conditions, products, and yield Starting materials: C(C)N(CCN)CC (N,N-diethylethylenediamine), [N+](=O)([O-])C1=CC=C(C=2OC3=C(C=CC=C3C(C2)=O)C(=O)Cl)C=C1 (4'-nitroflavone-8-carboxylic acid chloride). The solvent is C1=CC=CC=C1 (benzene). Product: C(C)N(CCNC(=O)C=1C=CC=C2C(C=C(OC12)C1=CC=C(C=C1)[N+](=O)[O-])=O)CC (N-(2-Diethylaminoethyl)-4'-nitroflavone-8-carboxamide). The yield is 65.1%. RXN SMILES: [CH2:1]([N:3]([CH2:7][CH3:8])[CH2:4][CH2:5][NH2:6])[CH3:2].[N+:9]([C:12]1[CH:31]=[CH:30][C:15]([C:16]2[O:17][C:18]3[C:23]([C:24](=[O:26])[CH:25]=2)=[CH:22][CH:21]=[CH:20][C:19]=3[C:27](Cl)=[O:28])=[CH:14][CH:13]=1)([O-:11])=[O:10]>C1C=CC=CC=1>[CH2:1]([N:3]([CH2:7][CH3:8])[CH2:4][CH2:5][NH:6][C:27]([C:19]1[CH:20]=[CH:21][CH:22]=[C:23]2[C:18]=1[O:17][C:16]([C:15]1[CH:30]=[CH:31][C:12]([N+:9]([O-:11])=[O:10])=[CH:13][CH:14]=1)=[CH:25][C:24]2=[O:26])=[O:28])[CH3:2]. Procedure: The same procedure as in Example 31 was performed employing 0.34 g of N,N-diethylethylenediamine and 4'-nitroflavone-8-carboxylic acid chloride (prepared from 1.00 g of 4'-nitroflavone-8-carboxylic acid and 1.40 ml of thionyl chloride) in 30 ml of benzene to give 0.78 g of yellow crystals, which were recrystallized from methanol as yellowish brown crystals, m.p. 207°-209° C. Reactants: C(C)(C)(C)OC(=O)N(CC(=O)O)C (2-(tert-butoxycarbonyl-methyl-amino)-acetic acid), C(C1=CC=CC=C1)OC(=O)NN (hydrazine carboxylic acid benzyl ester), O.ON1N=NC2=C1C=CC=C2 (1-hydroxybenzotriazole monohydrate), C(C)(C)N(C(C)C)CC (N,N-diisopropylethylamine), Cl.C(C)N=C=NCCCN(C)C (1-ethyl-3-(3-dimethylaminopropyl)carbodiimide hydrochloride). Solvent: CN(C=O)C (N,N-dimethylformamide), O (water). Product: C(C1=CC=CC=C1)OC(=O)NNC(CN(C)C(=O)OC(C)(C)C)=O (N′-[2-(tert-Butoxycarbonyl-methyl-amino)-acetyl]-hydrazine carboxylic acid benzyl ester). The yield is 88.0%. RXN SMILES: [C:1]([O:5][C:6]([N:8]([CH3:13])[CH2:9][C:10]([OH:12])=O)=[O:7])([CH3:4])([CH3:3])[CH3:2].[CH2:14]([O:21][C:22]([NH:24][NH2:25])=[O:23])[C:15]1[CH:20]=[CH:19][CH:18]=[CH:17][CH:16]=1.O.ON1C2C=CC=CC=2N=N1.C(N(CC)C(C)C)(C)C.Cl.C(N=C=NCCCN(C)C)C>CN(C)C=O.O>[CH2:14]([O:21][C:22]([NH:24][NH:25][C:10](=[O:12])[CH2:9][N:8]([C:6]([O:5][C:1]([CH3:2])([CH3:3])[CH3:4])=[O:7])[CH3:13])=[O:23])[C:15]1[CH:20]=[CH:19][CH:18]=[CH:17][CH:16]=1 |f:2.3,5.6|. Procedure details: 6.95 g of 2-(tert-butoxycarbonyl-methyl-amino)-acetic acid, 6.1 g of hydrazine carboxylic acid benzyl ester, 6.18 g of 1-hydroxybenzotriazole monohydrate and 19.2 mL of N,N-diisopropylethylamine were dissolved in 120 mL of N,N-dimethylformamide, and 10.6 g of 1-ethyl-3-(3-dimethylaminopropyl)carbodiimide hydrochloride was added under stirring at room temperature. After stirring at room temperature for 17 hours, the reaction solution was added with water and extracted with ethyl acetate, and the ... Reactants: FC1=CC=C(C=O)C=C1 (4-fluorobenzaldehyde), C(C)(=O)O (acetic acid), C(C)(=O)O[BH-](OC(C)=O)OC(C)=O.[Na+] (sodium triacetoxyborohydride), Cl.Cl.Cl.COC=1C=C(C=CC1N1C=NC(=C1)C)NC=1SC=2CNCCC2N1 ([3-methoxy-4-(4-methyl-imidazol-1-yl)-phenyl]-(4,5,6,7-tetrahydro-thiazolo[5,4-c]pyridin-2-yl)-amine trihydrochloride), [OH-].[Na+] (NaOH). Solvent: O1CCCC1 (tetrahydrofurane). Run at time 10 minute. Yields the product FC1=CC=C(CN2CC3=C(CC2)N=C(S3)NC3=CC(=C(C=C3)N3C=NC(=C3)C)OC)C=C1 ([5-(4-Fluoro-benzyl)-4,5,6,7-tetrahydro-thiazolo[5,4-c]pyridin-2-yl]-[3-methoxy-4-(4-methyl-imidazol-1-yl)-phenyl]-amine). As a reaction SMILES: Cl.Cl.Cl.[CH3:4][O:5][C:6]1[CH:7]=[C:8]([NH:18][C:19]2[S:20][C:21]3[CH2:22][NH:23][CH2:24][CH2:25][C:26]=3[N:27]=2)[CH:9]=[CH:10][C:11]=1[N:12]1[CH:16]=[C:15]([CH3:17])[N:14]=[CH:13]1.[F:28][C:29]1[CH:36]=[CH:35][C:32]([CH:33]=O)=[CH:31][CH:30]=1.C(O)(=O)C.C(O[BH-](OC(=O)C)OC(=O)C)(=O)C.[Na+].[OH-].[Na+]>O1CCCC1>[F:28][C:29]1[CH:36]=[CH:35][C:32]([CH2:33][N:23]2[CH2:24][CH2:25][C:26]3[N:27]=[C:19]([NH:18][C:8]4[CH:9]=[CH:10][C:11]([N:12]5[CH:16]=[C:15]([CH3:17])[N:14]=[CH:13]5)=[C:6]([O:5][CH3:4])[CH:7]=4)[S:20][C:21]=3[CH2:22]2)=[CH:31][CH:30]=1 |f:0.1.2.3,6.7,8.9|. Procedure details: 90 mg (0.2 mmol) [3-methoxy-4-(4-methyl-imidazol-1-yl)-phenyl]-(4,5,6,7-tetrahydro-thiazolo[5,4-c]pyridin-2-yl)-amine trihydrochloride was suspended in tetrahydrofurane (3 ml). At room temperature under nitrogen 103 mg (0.8 mmol) N,N-diisopropyl ethyl amine was added and the reaction was stirred for 10 minutes. 28 mg (0.22 mmol) 4-fluorobenzaldehyde, 24 mg (0.4 mmol) acetic acid and 127 mg (0.6 mmol) sodium triacetoxyborohydride were added and the reaction was stirred at room temperature over ni... The reactants are NCCCBr, Br, CCCCO, COc1ccc2c(c1)CCN1C(=O)CC(=O)CC21, Cc1cccc(C)n1. Product: COc1ccc2c(c1)CCN1C(=O)C3=C(CC21)NCCC3. RXN SMILES: [Br:20][CH2:21][CH2:22][CH2:23][NH2:24].[BrH:19].[CH2:33]([OH:34])[CH2:35][CH2:36][CH3:37].[O:1]=[C:2]1[CH2:3][C:4](=[O:18])[N:5]2[CH2:6][CH2:7][c:8]3[c:9]([cH:12][cH:13][c:14]([O:16][CH3:17])[cH:15]3)[CH:10]2[CH2:11]1.[n:25]1[c:26]([CH3:27])[cH:28][cH:29][cH:30][c:31]1[CH3:32]>>[C:2]12=[C:3]([C:4](=[O:18])[N:5]3[CH2:6][CH2:7][c:8]4[c:9]([cH:12][cH:13][c:14]([O:16][CH3:17])[cH:15]4)[CH:10]3[CH2:11]1)[CH2:21][CH2:22][CH2:23][NH:24]2. The reactants are [Cl-] (chloride), NC1=C(N=CN1[C@H]1[C@@H]([C@H](OC(C)=O)[C@H](O1)COC(C)=O)F)C(=O)O (5-amino-1-(3,5-di-O-acetyl-2-deoxy-2-fluoro-β-D-ribofuranosyl)imidazole-4-carboxylic acid). Solvent: O1CCCC1 (tetrahydrofuran). Product: C(C)(=O)O[C@H]1[C@H]([C@@H](O[C@@H]1COC(C)=O)N1C=NC(=C1N=CN(C)C)C(=O)Cl)F (1-(3,5-di-O-acetyl-2-deoxy-2-fluoro-β-D-ribofuranosyl)-5-(dimethylaminomethyleneamino)imidazole-4-carbonyl chloride). As a reaction SMILES: [Cl-:1].[NH2:2][C:3]1[N:7]([C@@H:8]2[O:16][C@H:15]([CH2:17][O:18][C:19](=[O:21])[CH3:20])[C@@H:10]([O:11][C:12](=[O:14])[CH3:13])[C@H:9]2[F:22])[CH:6]=[N:5][C:4]=1[C:23]([OH:25])=O>O1CCCC1>[C:12]([O:11][C@@H:10]1[C@@H:15]([CH2:17][O:18][C:19](=[O:21])[CH3:20])[O:16][C@@H:8]([N:7]2[C:3]([N:2]=[CH:6][N:7]([CH3:8])[CH3:3])=[C:4]([C:23]([Cl:1])=[O:25])[N:5]=[CH:6]2)[C@@H:9]1[F:22])(=[O:14])[CH3:13]. Reported procedure: In step 12, compound (18) is dissolved in tetrahydrofuran and reacted with N,N-dimethylchloroforminium chloride under ice-cooling, whereby 1-(3,5-di-O-acetyl-2-deoxy-2-fluoro-β-D-ribofuranosyl)-5-(dimethylaminomethyleneamino)imidazole-4-carbonyl chloride [compound (19)] is produced.